Dataset: the Open Reaction Database (ORD), a public repository of structured organic reaction records. Task: describe an organic reaction: reactants, conditions, products, and yield The reactants are Cc1ccccc1, CC(C)=CC1C(C(=O)O)C1(C)C, CC(C)=CC1C(C(=O)O)C1(C)C, [Cl-], c1ccncc1. Yields the product CC(C)=CC1C(C(=O)OC(=O)C2C(C=C(C)C)C2(C)C)C1(C)C. Reaction SMILES: [CH3:1][c:2]1[cH:3][cH:4][cH:5][cH:6][cH:7]1.[CH3:21][C:22]1([CH3:32])[CH:23]([C:29](=[O:30])[OH:31])[CH:24]1[CH:25]=[C:26]([CH3:27])[CH3:28].[CH3:9][C:10]1([CH3:20])[CH:11]([C:17](=[O:18])[OH:19])[CH:12]1[CH:13]=[C:14]([CH3:15])[CH3:16].[Cl-:8].[cH:33]1[cH:34][cH:35][n:36][cH:37][cH:38]1>>[CH3:9][C:10]1([CH3:20])[CH:11]([C:17](=[O:18])[O:19][C:29]([CH:23]2[C:22]([CH3:21])([CH3:32])[CH:24]2[CH:25]=[C:26]([CH3:27])[CH3:28])=[O:30])[CH:12]1[CH:13]=[C:14]([CH3:15])[CH3:16]. The reactants are Cl (hydrochloric acid), COC=1C=C2C(C(=O)OC(N2)=O)=CC1OC (4,5-dimethoxyisatoic anhydride), CSC(NS(=O)(=O)CCl)=N (S-methyl-N-(chloromethanesulfonyl)isothiourea), N12CCCN=C2CCC1 (1,5-diazabicyclo[4.3.0]non-5-ene). Solvent: O1CCOCC1 (dioxane). The product is COC=1C=C2C(N3C(=NC2=CC1OC)NS(C3)(=O)=O)=O (7,8-Dimethoxy-1H-1,2,4-thiadiazolo[3,4-b]quinazolin-5-one-2,2-dioxide). As a reaction SMILES: [CH3:1][O:2][C:3]1[CH:4]=[C:5]2[NH:11][C:10](=O)O[C:7](=[O:8])[C:6]2=[CH:13][C:14]=1[O:15][CH3:16].CSC(=N)[NH:20][S:21]([CH2:24]Cl)(=[O:23])=[O:22].[N:27]12CCCC1=NCCC2.Cl>O1CCOCC1>[CH3:16][O:15][C:14]1[CH:13]=[C:6]2[C:5](=[CH:4][C:3]=1[O:2][CH3:1])[N:11]=[C:10]1[NH:20][S:21](=[O:22])(=[O:23])[CH2:24][N:27]1[C:7]2=[O:8]. Procedure: To a stirred slurry of 4,5-dimethoxyisatoic anhydride (4.46 g, 20 mmol) and S-methyl-N-(chloromethanesulfonyl)isothiourea (4.06 g, 20 mmol) in dioxane (30 ml) is added 1,5-diazabicyclo[4.3.0]non-5-ene (2.5 ml). The mixture is refluxed for 4 hr under nitrogen, then cooled and poured into 0.3N aqueous hydrochloric acid. The precipitate is collected by filtration and recrystallized from DMSO to provide the title compound as a light yellow solid, mp >300° C. (445 mg, 7.5%). Starting materials: C1(CCCC1)=O (cyclopentanone), N1(CCCCC1)C1=CCCC1 (1-piperidino-1-cyclopentene), S(=O)(=O)([O-])[O-].[Mg+2] (magnesium sulfate), N1CCCCC1 (piperidine). Run in CCCCCC (hexane), O (water). The product is C1(=CC=C(C=C1)S(=O)(=O)O)C (p-toluenesulfonic acid). As a reaction SMILES: N1([C:7]2[CH2:11][CH2:10][CH2:9][CH:8]=2)CCCCC1.[C:12]1(=O)[CH2:16]CCC1.N1CCCCC1.[S:24]([O-])([O-:27])(=[O:26])=[O:25].[Mg+2]>O.CCCCCC>[C:9]1([CH3:8])[CH:10]=[CH:11][C:7]([S:24]([OH:27])(=[O:26])=[O:25])=[CH:12][CH:16]=1 |f:3.4|. Procedure: 1-piperidino-1-cyclopentene was-synthesized as follows. In a 1-L 3-necked round-bottom flask equipped with an overhead stirrer, 20.0 g cyclopentanone was added to 120 mL hexane. 18.43 g piperidine was then added to the solution. 38.0 g anhydrous magnesium sulfate was then added to scavenge the water produced in the reaction, and 0.25 g p-toluenesulfonic acid was added as a catalyst. The mixture was then refluxed with overhead stirring over the course of 4 days. The suspension was allowed to cool...